This data is from the Open Reaction Database (ORD), a public repository of structured organic reaction records. The task is: describe an organic reaction: reactants, conditions, products, and yield Starting materials: Brc1cnc2[nH]ncc2c1, C1CCOC1, CC(Cl)Cl, O=C1CCC(=O)N1I. Product: Brc1cnc2[nH]nc(I)c2c1. Reaction SMILES: [Br:9][c:10]1[cH:11][c:12]2[c:13]([n:14][cH:15]1)[nH:16][n:17][cH:18]2.[CH2:23]1[O:24][CH2:25][CH2:26][CH2:27]1.[Cl:19][CH:20]([Cl:21])[CH3:22].[I:1][N:2]1[C:3](=[O:4])[CH2:5][CH2:6][C:7]1=[O:8]>>[I:1][c:18]1[c:12]2[cH:11][c:10]([Br:9])[cH:15][n:14][c:13]2[nH:16][n:17]1. Reactants: CC(C)=CC=C(Cl)Cl, [Cu+2], CCOC(=O)C=[N+]=[N-], O=S(=O)([O-])[O-]. Product: CCOC(=O)C1C(C=C(Cl)Cl)C1(C)C. As a reaction SMILES: [Cl:9][C:10](=[CH:11][CH:12]=[C:13]([CH3:14])[CH3:15])[Cl:16].[Cu+2:22].[N+:1](=[N-:2])=[CH:3][C:4](=[O:5])[O:6][CH2:7][CH3:8].[S:17]([O-:18])([O-:19])(=[O:20])=[O:21]>>[CH:3]1([C:4](=[O:5])[O:6][CH2:7][CH3:8])[CH:12]([CH:11]=[C:10]([Cl:9])[Cl:16])[C:13]1([CH3:14])[CH3:15].